The task is: describe an organic reaction: reactants, conditions, products, and yield. This data is from the Open Reaction Database (ORD), a public repository of structured organic reaction records. The reactants are FC1=CC=C(C=O)C=C1 (p-fluorobenzaldehyde), C(CC(=O)C)(=O)OCC (ethyl acetoacetate), N1CCCCC1 (piperidine), C(C)(=O)O (acetic acid). The product is FC1=CC=C(C=C(C(=O)OCC)C(=O)C)C=C1 (Ethyl 2-(4'-fluorobenzylidene)-acetoacetate). The yield is 85.2%. Procedure: 8.69 g (7×10-2 mol) of p-fluorobenzaldehyde, 9.11 g (7×10-2 mol) of ethyl acetoacetate, 0.24 g (2.8×10-3 mol) of piperidine and 0.84 g (1.4×10-2 mol) of glacial acetic acid were dissolved in 40 ml of dry benzene dehydrated by molecular sieve, and the mixture was refluxed under heating at 100° C. for about 3 hours for azeotropically removing water. After confirming the disappearance of the starting materials by thin layer chromatography, the reaction solution was cooled to room temperature, and 5... Run at time 8 hour. Run in C1=CC=CC=C1 (benzene), O (water), C(C)OCC (ethyl ether). Reaction SMILES: [F:1][C:2]1[CH:9]=[CH:8][C:5]([CH:6]=O)=[CH:4][CH:3]=1.[C:10]([O:16][CH2:17][CH3:18])(=[O:15])[CH2:11][C:12]([CH3:14])=[O:13].N1CCCCC1.C(O)(=O)C>C1C=CC=CC=1.C(OCC)C.O>[F:1][C:2]1[CH:9]=[CH:8][C:5]([CH:6]=[C:11]([C:12]([CH3:14])=[O:13])[C:10]([O:16][CH2:17][CH3:18])=[O:15])=[CH:4][CH:3]=1. The reactants are ClC1=CC(=C(C=C1S)N=C=S)F (4-chloro-2-fluoro-5-mercaptophenylisothiocyanate), ClCCl (dichloromethane), O1CCCC=C1 (dihydropyran). Yields the product ClC=1C(=C(SC1C1OCCCC1)F)N=C=S (4-chloro-2-fluoro-5-(2-tetrahydropyranyl)thiophenylisothiocyanate). As a reaction SMILES: Cl[C:2]1[C:7]([SH:8])=[CH:6][C:5]([N:9]=[C:10]=[S:11])=[C:4]([F:12])[CH:3]=1.[O:13]1C=C[CH2:16][CH2:15][CH2:14]1.[Cl:19]CCl>>[Cl:19][C:6]1[C:5]([N:9]=[C:10]=[S:11])=[C:4]([F:12])[S:8][C:7]=1[CH:2]1[CH2:3][CH2:16][CH2:15][CH2:14][O:13]1. Reported procedure: 2.00 g of 4-chloro-2-fluoro-5-mercaptophenylisothiocyanate was dissolved in 20 ml of dichloromethane, and 0.77 g of dihydropyran was added thereto. Two hours later dichloromethane was distilled off to obtain 2.77 g of the above-identified compound as yellow oil. Starting materials: CN(CC(=O)O)C(=O)CNC(=O)OC(C)(C)C, CCCCCn1cnc2cccc3nc4c(c1c23)Cn1c-4cc2c(c1=O)COC(=O)C2(O)CC, CCN=C=NCCCN(C)C, ClCCl, CN(C)c1ccncc1, Cl. Yields the product CCCCCn1cnc2cccc3nc4c(c1c23)Cn1c-4cc2c(c1=O)COC(=O)C2(CC)OC(=O)CN(C)C(=O)CNC(=O)OC(C)(C)C. Reaction SMILES: [C:1]([CH3:2])([CH3:3])([CH3:4])[O:5][C:6](=[O:7])[NH:8][CH2:9][C:10](=[O:11])[N:12]([CH3:13])[CH2:14][C:15](=[O:16])[OH:17].[CH2:18]([CH3:19])[C:20]1([OH:51])[C:21](=[O:50])[O:22][CH2:23][c:24]2[c:25](=[O:49])[n:26]3[c:46]([cH:47][c:48]21)-[c:29]1[c:28]([c:33]2[c:32]4[c:31]([n:30]1)[cH:40][cH:39][cH:38][c:37]4[n:36][cH:35][n:34]2[CH2:41][CH2:42][CH2:43][CH2:44][CH3:45])[CH2:27]3.[CH2:53]([N:54]=[C:55]=[N:56][CH2:57][CH2:58][CH2:59][N:60]([CH3:61])[CH3:62])[CH3:63].[CH2:73]([Cl:74])[Cl:75].[CH3:64][N:65]([CH3:66])[c:67]1[cH:68][cH:69][n:70][cH:71][cH:72]1.[ClH:52]>>[C:1]([CH3:2])([CH3:3])([CH3:4])[O:5][C:6](=[O:7])[NH:8][CH2:9][C:10](=[O:11])[N:12]([CH3:13])[CH2:14][C:15](=[O:16])[O:17][C:20]1([CH2:18][CH3:19])[C:21](=[O:50])[O:22][CH2:23][c:24]2[c:25](=[O:49])[n:26]3[c:46]([cH:47][c:48]21)-[c:29]1[c:28]([c:33]2[c:32]4[c:31]([n:30]1)[cH:40][cH:39][cH:38][c:37]4[n:36][cH:35][n:34]2[CH2:41][CH2:42][CH2:43][CH2:44][CH3:45])[CH2:27]3. Starting materials: NC1=C(C=CC=C1)SC(C(C(=O)N)O)C1=CC=C(C=C1)OC (3-(2-aminophenylthio)-2-hydroxy-3-(4-methoxyphenyl)propionamide), Cl (hydrochloric acid), COC1=CC=C(C=C1)[C@H]1[C@H](C(=O)N)O1 ((2R,3S)-3-(4-methoxyphenyl)-2,3-epoxypropionamide), NC1=C(C=CC=C1)S (2-aminothiophenol), ferric chloride hexahydrate. The solvent is ClC1=CC=CC=C1 (chlorobenzene), CO (methanol). Conditions: time 5 minute. Yields the product O[C@@H]1[C@@H](SC2=C(NC1=O)C=CC=C2)C2=CC=C(C=C2)OC ((2S,3S)-2,3-dihydro-3-hydroxy-2-(4-methoxyphenyl)-1,5-benzothiazepin-4(5H)-one). The yield is 19.6%. As a reaction SMILES: COC1C=CC([C@@H]2O[C@H]2C(N)=O)=CC=1.NC1C=CC=CC=1S.N[C:24]1[CH:29]=[CH:28][CH:27]=[CH:26][C:25]=1[S:30][CH:31]([C:37]1[CH:42]=[CH:41][C:40]([O:43][CH3:44])=[CH:39][CH:38]=1)[CH:32]([OH:36])[C:33]([NH2:35])=[O:34].Cl>CO.ClC1C=CC=CC=1>[OH:36][C@H:32]1[C:33](=[O:34])[NH:35][C:24]2[CH:29]=[CH:28][CH:27]=[CH:26][C:25]=2[S:30][C@H:31]1[C:37]1[CH:42]=[CH:41][C:40]([O:43][CH3:44])=[CH:39][CH:38]=1. Procedure: A mixture of (2R,3S)-3-(4-methoxyphenyl)-2,3-epoxypropionamide (15.46 g) and chlorobenzene (309 ml) is refluxed with heating under nitrogen atmosphere. When the reflux is started, a solution of 2-aminothiophenol (11.02 g) and ferric chloride hexahydrate (2.16 mg) in methanol (0.1 ml) is added immediately to the reaction mixture, and the mixture is stirred at the same temperature for 5 minutes to give a reaction mixture containing 3-(2-aminophenylthio)-2-hydroxy-3-(4-methoxyphenyl)propionamide (2... Reactants: C1(CCCO1)=O (γ-butyrolactone), NC=1C=CC=C2C=CC=NC12 (8-aminoquinoline), O.C1(=CC=C(C=C1)S(=O)(=O)O)C (p-toluenesulphonic acid monohydrate), xylenes, xylenes, C1(CCCO1)=O (γ-butyrolactone). The solvent is C(C)(=O)OCC (ethyl acetate). Conditions: time 2 hour. The product is N1=CC=CC2=CC=CC(=C12)N1C(CCC1)=O (1-(8-quinolyl)-2-pyrrolidinone). Reaction SMILES: [C:1]1(=[O:6])O[CH2:4][CH2:3][CH2:2]1.[NH2:7][C:8]1[CH:9]=[CH:10][CH:11]=[C:12]2[C:17]=1[N:16]=[CH:15][CH:14]=[CH:13]2.O.C1(C)C=CC(S(O)(=O)=O)=CC=1>C(OCC)(=O)C>[N:16]1[C:17]2[C:12](=[CH:11][CH:10]=[CH:9][C:8]=2[N:7]2[CH2:4][CH2:3][CH2:2][C:1]2=[O:6])[CH:13]=[CH:14][CH:15]=1 |f:2.3|. Procedure: A mixture of γ-butyrolactone (9.5 g), technical grade 8-aminoquinoline (14.4 g), p-toluenesulphonic acid monohydrate (1.90 g) and mixed xylenes (15 ml) were refluxed with a Dean Stark trap prefilled with xylenes. After one hour γ-butyrolactone (9.0 g) was added and reflux was resumed for two hours. The residue obtained by concentration by vacuum distillation (≃15 mm Hg) of the reaction mixture was extracted with hot ethyl acetate (100 ml). The solid which formed upon cooling the ethyl acetate so... As a reaction SMILES: [Al+3:2].[C:7]([CH3:8])([CH3:9])([CH3:10])[O:11][C:12]([CH2:13][CH:14]([C:15](=[O:16])[N:17]([O:18][CH3:19])[CH3:20])[NH:21][S:22](=[O:23])(=[O:24])[c:25]1[c:26]([O:34][CH2:35][CH2:36][c:37]2[c:38]3[cH:39][cH:40][cH:41][n:42][c:43]3[cH:44][cH:45][cH:46]2)[cH:27][c:28]([C:31]([NH2:32])=[O:33])[cH:29][cH:30]1)=[O:47].[CH3:48][CH2:49][O:50][CH2:51][CH3:52].[CH3:53][CH2:54][O:55][C:56](=[O:57])[CH3:58].[H-:1].[H-:4].[H-:5].[H-:6].[Li+:3]>>[C:7]([CH3:8])([CH3:9])([CH3:10])[O:11][C:12]([CH2:13][CH:14]([CH:15]=[O:16])[NH:21][S:22](=[O:23])(=[O:24])[c:25]1[c:26]([O:34][CH2:35][CH2:36][c:37]2[c:38]3[cH:39][cH:40][cH:41][n:42][c:43]3[cH:44][cH:45][cH:46]2)[cH:27][c:28]([C:31]([NH2:32])=[O:33])[cH:29][cH:30]1)=[O:47]. Product: CC(C)(C)OC(=O)CC(C=O)NS(=O)(=O)c1ccc(C(N)=O)cc1OCCc1cccc2ncccc12. Starting materials: [Al+3], CON(C)C(=O)C(CC(=O)OC(C)(C)C)NS(=O)(=O)c1ccc(C(N)=O)cc1OCCc1cccc2ncccc12, CCOCC, CCOC(C)=O, [H-], [H-], [H-], [H-], [Li+]. Starting materials: BrC1=CC=C(C=C1)C1=NOC(=N1)C (3-(4-bromophenyl)-5-methyl-1,2,4oxadiazole), CC1=C(C=C(C(=O)NC2=CC(=CC=C2)N2CCOCC2)C=C1)B1OC(C(O1)(C)C)(C)C (4-methyl-N-[3-(4-morpholinyl)phenyl]-3-(4,4,5,5-tetramethyl-[1,3,2]dioxaborolan-2-yl)benzamide), CC1=C(C=C(C(=O)NC2=CC(=CC=C2)N2CCOCC2)C=C1)B1OC(C(O1)(C)C)(C)C (4-methyl-N-[3-(4-morpholinyl)phenyl]-3-(4,4,5,5-tetramethyl-[1,3,2]dioxaborolan-2-yl)benzamide). Product: CC1=CC=C(C=C1C1=CC=C(C=C1)C1=NOC(=N1)C)C(=O)NC1=CC(=CC=C1)N1CCOCC1 (6-Methyl-4′-(5-methyl-1,2,4-oxadiazol-3-yl)-N-[3-(4-morpholinyl)phenyl][1,1′-biphenyl]-3-carboxamide). Reaction SMILES: Br[C:2]1[CH:7]=[CH:6][C:5]([C:8]2[N:12]=[C:11]([CH3:13])[O:10][N:9]=2)=[CH:4][CH:3]=1.[CH3:14][C:15]1[CH:35]=[CH:34][C:18]([C:19]([NH:21][C:22]2[CH:27]=[CH:26][CH:25]=[C:24]([N:28]3[CH2:33][CH2:32][O:31][CH2:30][CH2:29]3)[CH:23]=2)=[O:20])=[CH:17][C:16]=1B1OC(C)(C)C(C)(C)O1>>[CH3:14][C:15]1[C:35]([C:2]2[CH:7]=[CH:6][C:5]([C:8]3[N:12]=[C:11]([CH3:13])[O:10][N:9]=3)=[CH:4][CH:3]=2)=[CH:34][C:18]([C:19]([NH:21][C:22]2[CH:27]=[CH:26][CH:25]=[C:24]([N:28]3[CH2:33][CH2:32][O:31][CH2:30][CH2:29]3)[CH:23]=2)=[O:20])=[CH:17][CH:16]=1. Reported procedure: Example 3 was prepared using 3-(4-bromophenyl)-5-methyl-1,2,4oxadiazole and 4-methyl-N-[3-(4-morpholinyl)phenyl]-3-(4,4,5,5-tetramethyl-[1,3,2]-dioxaborolan-2-yl)benzamide (Intermediate 5).